This data is from the Open Reaction Database (ORD), a public repository of structured organic reaction records. The task is: describe an organic reaction: reactants, conditions, products, and yield Starting materials: CC(C)(C)OC(=O)NC1Cc2ccc(O)cc2C1, ClCCl, CC(=O)OC(C)=O, c1ccncc1. Product: CC(=O)Oc1ccc2c(c1)CC(NC(=O)OC(C)(C)C)C2. As a reaction SMILES: [C:1]([CH3:2])([CH3:3])([CH3:4])[O:5][C:6](=[O:7])[NH:8][CH:9]1[CH2:10][c:11]2[cH:12][cH:13][c:14]([OH:18])[cH:15][c:16]2[CH2:17]1.[CH2:32]([Cl:33])[Cl:34].[CH3:25][C:26](=[O:27])[O:28][C:29](=[O:30])[CH3:31].[cH:19]1[cH:20][cH:21][n:22][cH:23][cH:24]1>>[C:1]([CH3:2])([CH3:3])([CH3:4])[O:5][C:6](=[O:7])[NH:8][CH:9]1[CH2:10][c:11]2[cH:12][cH:13][c:14]([O:18][C:26]([CH3:25])=[O:27])[cH:15][c:16]2[CH2:17]1. As a reaction SMILES: [CH3:24][C:25](=[O:26])[O-:27].[ClH:28].[F:1][C:2]([F:3])([F:4])[S:5]([O:6][c:7]1[cH:8][cH:9][c:10]([C:13](=[O:14])[N:15]2[CH2:16][CH2:17][O:18][CH2:19][CH2:20]2)[cH:11][cH:12]1)(=[O:21])=[O:22].[K+:23].[N:29]12[CH2:30][CH:31]([NH:37][C:38](=[O:39])[c:40]3[s:41][c:42]4[c:43]([cH:44]3)[cH:45][cH:46][cH:47][c:48]4[Br:49])[CH:32]([CH2:33][CH2:34]1)[CH2:35][CH2:36]2.[Na+:50].[Na+:51].[O-:52][C:53](=[O:54])[O-:55].[O:56]=[CH:57][N:58]([CH3:59])[CH3:60]>>[ClH:28].[c:7]1(-[c:48]2[c:42]3[s:41][c:40]([C:38]([NH:37][CH:31]4[CH2:30][N:29]5[CH2:34][CH2:33][CH:32]4[CH2:35][CH2:36]5)=[O:39])[cH:44][c:43]3[cH:45][cH:46][cH:47]2)[cH:8][cH:9][c:10]([C:13](=[O:14])[N:15]2[CH2:16][CH2:17][O:18][CH2:19][CH2:20]2)[cH:11][cH:12]1. The reactants are CC(=O)[O-], Cl, O=C(c1ccc(OS(=O)(=O)C(F)(F)F)cc1)N1CCOCC1, [K+], O=C(NC1CN2CCC1CC2)c1cc2cccc(Br)c2s1, [Na+], [Na+], O=C([O-])[O-], CN(C)C=O. Product: Cl, O=C(NC1CN2CCC1CC2)c1cc2cccc(-c3ccc(C(=O)N4CCOCC4)cc3)c2s1. The reactants are CN(S(=O)(=O)N1C(=NC(=C1)C(CC)C1=CC=CC=C1)[Si](C)(C)C(C)(C)C)C (2-(tert-butyl-dimethyl-silanyl)-4-(1-phenyl-propyl)-imidazole-1-sulfonic acid dimethylamide), N (ammonia). Run in Cl (hydrochloric acid). Product: C1(=CC=CC=C1)C(CC)C=1N=CNC1 (rac-4-(1-phenyl-propyl)-1H-imidazole). Isolated yield 100.3%. RXN SMILES: CN(C)S([N:6]1[CH:10]=[C:9]([CH:11]([C:14]2[CH:19]=[CH:18][CH:17]=[CH:16][CH:15]=2)[CH2:12][CH3:13])[N:8]=[C:7]1[Si](C(C)(C)C)(C)C)(=O)=O.N>Cl>[C:14]1([CH:11]([C:9]2[N:8]=[CH:7][NH:6][CH:10]=2)[CH2:12][CH3:13])[CH:15]=[CH:16][CH:17]=[CH:18][CH:19]=1. Procedure details: To remove protecting groups the amount of 155 mg (0.38 mmol) 2-(tert-butyl-dimethyl-silanyl)-4-(1-phenyl-propyl)-imidazole-1-sulfonic acid dimethylamide was dissolved in 10 ml 1.5N hydrochloric acid and refluxed for 1 h. The cooled solution was adjusted to pH>8 with 25% aqueous ammonia and the solution was extracted with dichloromethane (2 times). The combined organic layers are dried over MgSO4, filtered and concentrated. The residue was purified by flash chromatography (silica gel, dichloromet... Starting materials: [Na] (sodium), CC1=NC=C2N1C(NN=C2)=S (6-methyl-imidazo[1,5-d]-as-triazine-4(3H)-thione), CI (methyl iodide). Solvent: CO (methanol). Product: CC1=NC=C2N1C(=NN=C2)SC (6-Methyl-4-(methylthio)-imidazo[1,5-d]-as-triazine). RXN SMILES: [Na].[CH3:2][C:3]1[N:7]2[C:8](=[S:12])[NH:9][N:10]=[CH:11][C:6]2=[CH:5][N:4]=1.[CH3:13]I>CO>[CH3:2][C:3]1[N:7]2[C:8]([S:12][CH3:13])=[N:9][N:10]=[CH:11][C:6]2=[CH:5][N:4]=1 |^1:0|. Procedure: To a solution of 0.23 gm. of sodium in 10 ml. of methanol is added 1.66 gm. of 6-methyl-imidazo[1,5-d]-as-triazine-4(3H)-thione with warming to produce a solution. The mixture is cooled to room temperature and 0.75 ml. of methyl iodide is added. Cooling overnight gives a solid which is recrystallized from a mixture of 20 ml. of acetone and 6 ml. of ethanol and treated with charcoal. This solid is recrystallized from 20 ml. of ethanol, giving the desired product, m.p. 182.5°-184° C. The reactants are COC(=O)C1C2CC(N)C(C2)N1C(=O)OC(C)(C)C, Cc1ccc(S(=O)(=O)Cl)cc1, c1ccncc1. The product is COC(=O)C1C2CC(NS(=O)(=O)c3ccc(C)cc3)C(C2)N1C(=O)OC(C)(C)C. Reaction SMILES: [NH2:1][CH:2]1[CH2:3][CH:4]2[CH:5]([C:16](=[O:17])[O:18][CH3:19])[N:6]([C:9](=[O:10])[O:11][C:12]([CH3:13])([CH3:14])[CH3:15])[CH:7]1[CH2:8]2.[c:20]1([CH3:30])[cH:21][cH:22][c:23]([S:26](=[O:27])(=[O:28])[Cl:29])[cH:24][cH:25]1.[cH:31]1[cH:32][cH:33][n:34][cH:35][cH:36]1>>[NH:1]([CH:2]1[CH2:3][CH:4]2[CH:5]([C:16](=[O:17])[O:18][CH3:19])[N:6]([C:9](=[O:10])[O:11][C:12]([CH3:13])([CH3:14])[CH3:15])[CH:7]1[CH2:8]2)[S:26]([c:23]1[cH:22][cH:21][c:20]([CH3:30])[cH:25][cH:24]1)(=[O:27])=[O:28]. Starting materials: CCO, CN1C(=S)C(NC(=O)CCC2CCCCC2)N=C(c2ccccc2)c2ccccc21. The product is CN1CC(NC(=O)CCC2CCCCC2)N=C(c2ccccc2)c2ccccc21. Reaction SMILES: [CH3:31][CH2:32][OH:33].[CH:1]1([CH2:7][CH2:8][C:9](=[O:10])[NH:11][CH:12]2[C:13](=[S:30])[N:14]([CH3:29])[c:15]3[c:16]([cH:25][cH:26][cH:27][cH:28]3)[C:17]([c:19]3[cH:20][cH:21][cH:22][cH:23][cH:24]3)=[N:18]2)[CH2:2][CH2:3][CH2:4][CH2:5][CH2:6]1>>[CH:1]1([CH2:7][CH2:8][C:9](=[O:10])[NH:11][CH:12]2[CH2:13][N:14]([CH3:29])[c:15]3[c:16]([cH:25][cH:26][cH:27][cH:28]3)[C:17]([c:19]3[cH:20][cH:21][cH:22][cH:23][cH:24]3)=[N:18]2)[CH2:2][CH2:3][CH2:4][CH2:5][CH2:6]1. Starting materials: ClC(C)(C)C=1C=C(CNC[C@H]([C@H](CC2=CC=CC=C2)NC(OC(C)(C)C)=O)O)C=C(C1)O (tert-butyl (2S,3R)-4-(3-(2-chloropropan-2-yl)-5-hydroxybenzylamino)-3-hydroxy-1-phenylbutan-2-ylcarbamate), FC(C(=O)O)(F)F (trifluoroacetic acid). The solvent is C(Cl)Cl (CH2Cl2). Yields the product N[C@H]([C@@H](CNCC=1C=C(C=C(C1)C(=C)C)O)O)CC1=CC=CC=C1 (3-(((2R,3S)-3-amino-2-hydroxy-4-phenylbutylamino)methyl)-5-(prop-1-en-2-yl)phenol). As a reaction SMILES: Cl[C:2]([C:5]1[CH:6]=[C:7]([CH:29]=[C:30]([OH:32])[CH:31]=1)[CH2:8][NH:9][CH2:10][C@@H:11]([OH:28])[C@@H:12]([NH:20]C(=O)OC(C)(C)C)[CH2:13][C:14]1[CH:19]=[CH:18][CH:17]=[CH:16][CH:15]=1)([CH3:4])[CH3:3].FC(F)(F)C(O)=O>C(Cl)Cl>[NH2:20][C@@H:12]([CH2:13][C:14]1[CH:15]=[CH:16][CH:17]=[CH:18][CH:19]=1)[C@H:11]([OH:28])[CH2:10][NH:9][CH2:8][C:7]1[CH:29]=[C:30]([OH:32])[CH:31]=[C:5]([C:2]([CH3:4])=[CH2:3])[CH:6]=1. Procedure details: A solution of 27.5 mg of tert-butyl (2S,3R)-4-(3-(2-chloropropan-2-yl)-5-hydroxybenzylamino)-3-hydroxy-1-phenylbutan-2-ylcarbamate and 0.8 mL of trifluoroacetic acid in 2 mL of CH2Cl2 was stirred at r.t. for 1 h and then concentrated. The 3-(((2R,3S)-3-amino-2-hydroxy-4-phenylbutylamino)methyl)-5-(prop-1-en-2-yl)phenol amine salt was used in the next reaction without further purification. Reactants: CN(C)CCCN(c1ccccc1C(=O)c1ccccc1)c1ncccc1N, CC(=O)O, Cc1ccccc1, Cc1ccc(S(=O)(=O)O)cc1. RXN SMILES: [CH3:1][N:2]([CH2:3][CH2:4][CH2:5][N:6]([c:7]1[c:8]([C:13](=[O:14])[c:15]2[cH:16][cH:17][cH:18][cH:19][cH:20]2)[cH:9][cH:10][cH:11][cH:12]1)[c:21]1[n:22][cH:23][cH:24][cH:25][c:26]1[NH2:27])[CH3:28].[CH3:40][C:41](=[O:42])[OH:43].[CH3:44][c:45]1[cH:46][cH:47][cH:48][cH:49][cH:50]1.[c:29]1([CH3:30])[cH:31][cH:32][c:33]([S:34]([OH:35])(=[O:36])=[O:37])[cH:38][cH:39]1>>[CH3:1][N:2]([CH2:3][CH2:4][CH2:5][N:6]1[c:7]2[c:8]([cH:9][cH:10][cH:11][cH:12]2)[C:13]([c:15]2[cH:16][cH:17][cH:18][cH:19][cH:20]2)=[N:27][c:26]2[c:21]1[n:22][cH:23][cH:24][cH:25]2)[CH3:28]. The product is CN(C)CCCN1c2ccccc2C(c2ccccc2)=Nc2cccnc21.